The task is: describe an organic reaction: reactants, conditions, products, and yield. This data is from the Open Reaction Database (ORD), a public repository of structured organic reaction records. Reactants: Cc1ccccc1, CCC(O)(CC(=O)OC(C)(C)C)c1ccnc(OC)c1CO, O=C(O)C(F)(F)F. The product is CCC1(O)CC(=O)OCc2c1ccnc2OC. As a reaction SMILES: [CH3:30][c:31]1[cH:32][cH:33][cH:34][cH:35][cH:36]1.[OH:1][C:2]([CH2:3][C:4]([O:6][C:5]([CH3:7])([CH3:8])[CH3:9])=[O:10])([CH2:11][CH3:12])[c:13]1[c:14]([CH2:21][OH:22])[c:15]([O:19][CH3:20])[n:16][cH:17][cH:18]1.[OH:23][C:24]([C:25]([F:26])([F:27])[F:28])=[O:29]>>[OH:1][C:2]1([CH2:11][CH3:12])[CH2:3][C:4](=[O:6])[O:22][CH2:21][c:14]2[c:13]1[cH:18][cH:17][n:16][c:15]2[O:19][CH3:20]. The reactants are C(C1=CC=CC=C1)OC([C@H](O)CC(=O)O)=O (D-Malic acid monobenzyl ester), Cl.C(C(C)(C)C)(=O)ON (pivalyloxyamine hydrochloride). The product is C(C(C)(C)C)(=O)OOC([C@H](O)CC(=O)O)=O (O-pivalyloxy-D-malic acid). Isolated yield 89.0%. RXN SMILES: C([O:8][C:9](=[O:16])[C@@H:10]([CH2:12][C:13]([OH:15])=[O:14])[OH:11])C1C=CC=CC=1.Cl.[C:18]([O:24]N)(=[O:23])[C:19]([CH3:22])([CH3:21])[CH3:20]>>[C:18]([O:24][O:8][C:9](=[O:16])[C@@H:10]([CH2:12][C:13]([OH:15])=[O:14])[OH:11])(=[O:23])[C:19]([CH3:22])([CH3:21])[CH3:20] |f:1.2|. Procedure details: D-Malic acid monobenzyl ester prepared as described by Example 1A was allowed to react with pivalyloxyamine hydrochloride according to the method described in the preceding examples (Part B) to provide in 89% yield O-pivalyloxy-D-malic acid hydroxyamate monobenzyl ester melting at about 75° to about 76° C. Reactants: C1CCOC1, CI, C[Si](C)(C)[N-][Si](C)(C)C, CC(C)(C)OC(=O)N1CCC(Nc2cncc(Cl)n2)CC1, [Na+]. Yields the product CN(c1cncc(Cl)n1)C1CCN(C(=O)OC(C)(C)C)CC1. RXN SMILES: [CH2:34]1[O:35][CH2:36][CH2:37][CH2:38]1.[CH3:22][I:23].[CH3:25][Si:26]([N-:27][Si:28]([CH3:29])([CH3:30])[CH3:31])([CH3:32])[CH3:33].[Cl:1][c:2]1[cH:3][n:4][cH:5][c:6]([NH:8][CH:9]2[CH2:10][CH2:11][N:12]([C:15](=[O:16])[O:17][C:18]([CH3:19])([CH3:20])[CH3:21])[CH2:13][CH2:14]2)[n:7]1.[Na+:24]>>[Cl:1][c:2]1[cH:3][n:4][cH:5][c:6]([N:8]([CH:9]2[CH2:10][CH2:11][N:12]([C:15](=[O:16])[O:17][C:18]([CH3:19])([CH3:20])[CH3:21])[CH2:13][CH2:14]2)[CH3:25])[n:7]1. Reagents/catalysts: [Cu]I (Copper (I) iodide). RXN SMILES: [CH:1]([C:4]1[CH:12]=[CH:11][C:10]2[NH:9][C:8]3[CH2:13][CH2:14][N:15]([CH3:17])[CH2:16][C:7]=3[C:6]=2[CH:5]=1)([CH3:3])[CH3:2].N1CCC[C@H]1C(O)=O.P([O-])([O-])([O-])=O.[K+].[K+].[K+].Br[CH:35]=[C:36]([C:38]1[CH:43]=[CH:42][N:41]=[CH:40][CH:39]=1)[CH3:37]>CN(C=O)C.[Cu]I>[CH:1]([C:4]1[CH:12]=[CH:11][C:10]2[N:9](/[CH:35]=[C:36](/[C:38]3[CH:43]=[CH:42][N:41]=[CH:40][CH:39]=3)\[CH3:37])[C:8]3[CH2:13][CH2:14][N:15]([CH3:17])[CH2:16][C:7]=3[C:6]=2[CH:5]=1)([CH3:3])[CH3:2] |f:2.3.4.5|. Solvent: CN(C)C=O (DMF). Run at time 10 minute. Yields the product C(C)(C)C1=CC=2C3=C(N(C2C=C1)\C=C(/C)\C1=CC=NC=C1)CCN(C3)C ((E)-8-isopropyl-2-methyl-5-(2-(pyridin-4-yl)prop-1-enyl)-2,3,4,5-tetrahydro-1H-pyrido[4,3-b]indole). Reactants: BrC=C(C)C1=CC=NC=C1 (4-(1-Bromoprop-1-en-2-yl)pyridine), C(C)(C)C1=CC=2C3=C(NC2C=C1)CCN(C3)C (8-Isopropyl-2-methyl-2,3,4,5-tetrahydro-1H-pyrido[4,3-b]indole), N1[C@H](C(=O)O)CCC1 (L-proline), P(=O)([O-])([O-])[O-].[K+].[K+].[K+] (potassium phosphate). Procedure: 8-Isopropyl-2-methyl-2,3,4,5-tetrahydro-1H-pyrido[4,3-b]indole (150 mg, 0.65 mmol) was dissolved in DMF. Copper (I) iodide (14 mg, 0.074 mmol), L-proline (17 mg, 0.015 mmol) and potassium phosphate (340 mg, 1.48 mmol) were added and the reaction mixture was stirred for 10 min. at RT. 4-(1-Bromoprop-1-en-2-yl)pyridine (220 mg, 0.9 mmol) was added dropwise and the reaction mixture was purged with nitrogen. The reaction mixture was heated overnight at 85° C. (prolonged heating in some cases was req... Starting materials: [Li+].C[Si](C)(C)[N-][Si](C)(C)C (LHMDS), C1CCOC1 (THF), COC(C1=CC(=CC=C1)C=O)=O (3-formyl-benzoic acid methyl ester), C1CCOC1 (THF). The reagents and catalysts are [Br-].C(C)[P+](C1=CC=CC=C1)(C1=CC=CC=C1)C1=CC=CC=C1 (ethyltriphenylphosphonium bromide). Reaction conditions: time 30 minute. Product: COC(C1=CC(=CC=C1)C=CC)=O (3-propenyl-benzoic acid methyl ester). RXN SMILES: [Li+].C[Si]([N-][Si](C)(C)C)(C)C.[CH3:11][O:12][C:13](=[O:22])[C:14]1[CH:19]=[CH:18][CH:17]=[C:16]([CH:20]=O)[CH:15]=1.[CH2:23]1COC[CH2:24]1>[Br-].C([P+](C1C=CC=CC=1)(C1C=CC=CC=1)C1C=CC=CC=1)C>[CH3:11][O:12][C:13](=[O:22])[C:14]1[CH:19]=[CH:18][CH:17]=[C:16]([CH:20]=[CH:23][CH3:24])[CH:15]=1 |f:0.1,4.5|. Procedure details: A suspension solution of ethyltriphenylphosphonium bromide (1079.3 mg, 2.907 mmol) in THF (10 mL) was cooled to 0° C. LHMDS (2.781 mL, 2.781 mmol, 1.0 M in THF) was added dropwise, and the mixture was stirred for 30 minutes. A solution of 3-formyl-benzoic acid methyl ester (415.0 mg, 2.528 mmol) in THF (2.5 mL) was then added dropwise, and the mixture was stirred for 10 minutes and then stirred at room temperature overnight. The reaction mixture was quenched by adding a saturated aqueous ammoniu...